Dataset: the Open Reaction Database (ORD), a public repository of structured organic reaction records. Task: describe an organic reaction: reactants, conditions, products, and yield Starting materials: [N-]=[N+]=NCC1CN(c2ccc(Cl)cn2)C(=O)O1, C1CCOC1, O, c1ccc(P(c2ccccc2)c2ccccc2)cc1. The product is NCC1CN(c2ccc(Cl)cn2)C(=O)O1. As a reaction SMILES: [N:1](=[N+:2]=[N-:3])[CH2:4][CH:5]1[CH2:6][N:7]([c:11]2[n:12][cH:13][c:14]([Cl:17])[cH:15][cH:16]2)[C:8](=[O:10])[O:9]1.[O:37]1[CH2:38][CH2:39][CH2:40][CH2:41]1.[OH2:42].[c:18]1([P:19]([c:20]2[cH:21][cH:22][cH:23][cH:24][cH:25]2)[c:26]2[cH:27][cH:28][cH:29][cH:30][cH:31]2)[cH:32][cH:33][cH:34][cH:35][cH:36]1>>[NH2:1][CH2:4][CH:5]1[CH2:6][N:7]([c:11]2[n:12][cH:13][c:14]([Cl:17])[cH:15][cH:16]2)[C:8](=[O:10])[O:9]1. Starting materials: C(C)(C)(C)C=1C=C(C(=O)Cl)C=CC1OC (3-tert-butyl-4-methoxybenzoyl chloride), OCC1=CC=C(C=O)C=C1 (4-hydroxymethylbenzaldehyde), aldehyde. The product is C(C)(C)(C)C=1C=C(C(=O)OCC2=CC=C(C=O)C=C2)C=CC1OC (4-(3-tert-Butyl-4-methoxybenzoyloxymethyl)benzaldehyde). As a reaction SMILES: [C:1]([C:5]1[CH:6]=[C:7]([CH:11]=[CH:12][C:13]=1[O:14][CH3:15])[C:8](Cl)=[O:9])([CH3:4])([CH3:3])[CH3:2].[OH:16][CH2:17][C:18]1[CH:25]=[CH:24][C:21]([CH:22]=[O:23])=[CH:20][CH:19]=1>>[C:1]([C:5]1[CH:6]=[C:7]([CH:11]=[CH:12][C:13]=1[O:14][CH3:15])[C:8]([O:23][CH2:22][C:21]1[CH:24]=[CH:25][C:18]([CH:17]=[O:16])=[CH:19][CH:20]=1)=[O:9])([CH3:4])([CH3:3])[CH3:2]. Reported procedure: In a manner similar to Example 1(d), by reaction of 7.6 g (34 mmol) of 3-tert-butyl-4-methoxybenzoyl chloride with 4.6 g (34 mmol) of 4-hydroxymethylbenzaldehyde, 5.6 g (51%) of the expected aldehyde, melting point 75°-6° C., are obtained. Reactants: NC(=O)N (urea), ClC1=C(C(=C(N)C=C1)O)S(=O)(=O)N1CCS(CC1)(=O)=O (4-chloro-3-(1,1-dioxidothiomorpholinosulfonyl)-2-hydroxyaniline), BrC1=C(C=CC=C1)N=C=O (2-bromophenylisocyanate). Yields the product BrC1=C(C=CC=C1)NC(=O)NC1=C(C(=C(C=C1)Cl)S(=O)(=O)N1CCS(CC1)(=O)=O)O (N-(2-bromophenyl)-N′-[4-chloro-3-(1,1-dioxidothiomorpholinosulfonyl)-2-hydroxyphenyl] urea). The yield is 28.9%. RXN SMILES: NC(N)=O.[Cl:5][C:6]1[CH:12]=[CH:11][C:9]([NH2:10])=[C:8]([OH:13])[C:7]=1[S:14]([N:17]1[CH2:22][CH2:21][S:20](=[O:24])(=[O:23])[CH2:19][CH2:18]1)(=[O:16])=[O:15].[Br:25][C:26]1[CH:31]=[CH:30][CH:29]=[CH:28][C:27]=1[N:32]=[C:33]=[O:34]>>[Br:25][C:26]1[CH:31]=[CH:30][CH:29]=[CH:28][C:27]=1[NH:32][C:33]([NH:10][C:9]1[CH:11]=[CH:12][C:6]([Cl:5])=[C:7]([S:14]([N:17]2[CH2:22][CH2:21][S:20](=[O:24])(=[O:23])[CH2:19][CH2:18]2)(=[O:16])=[O:15])[C:8]=1[OH:13])=[O:34]. Reported procedure: Following the general procedure for urea formation outlined in example 15, 4-chloro-3-(1,1-dioxidothiomorpholinosulfonyl)-2-hydroxyaniline (62 mg, 0.18 mmol) and 2-bromophenylisocyanate (44 mg, 0.22 mmol) were coupled to form the desired urea (28 mg, 29%). LC-MS (m/z) 539.8 (M+). Starting materials: [N+](=O)([O-])C1=C(C(=CC(=C1O)OC)[N+](=O)[O-])CCC(=O)O (3-(2,6-DINITRO-3-HYDROXY-4-METHOXYPHENYL)PROPIONIC ACID), ice water, B(Br)(Br)Br (boron tribromide), resultant mixture. The solvent is ClCCl (dichloromethane). Conditions: temperature -20 celsius. The product is OC=1C(=C(C(=CC1O)[N+](=O)[O-])CCC(=O)O)[N+](=O)[O-] (3-(3,4-DIHYDROXY-2,6-DINITROPHENYL)-PROPANOIC ACID). Reaction SMILES: [N+:1]([C:4]1[C:9]([OH:10])=[C:8]([O:11]C)[CH:7]=[C:6]([N+:13]([O-:15])=[O:14])[C:5]=1[CH2:16][CH2:17][C:18]([OH:20])=[O:19])([O-:3])=[O:2].B(Br)(Br)Br>ClCCl>[OH:10][C:9]1[C:4]([N+:1]([O-:3])=[O:2])=[C:5]([CH2:16][CH2:17][C:18]([OH:20])=[O:19])[C:6]([N+:13]([O-:15])=[O:14])=[CH:7][C:8]=1[OH:11]. Procedure details: The product from Example 4 (2.0 g) was slurried in dichloromethane (100 ml) under nitrogen, cooled to -20° C. and boron tribromide (1.3 ml) added. The resultant mixture was stirred at -20° C. for half an hour and then at room temperature overnight. The mixture was poured into ice water, extracted in ethyl acetate and evaporated. The product was recrystallized from acetic acid.Yield: 0,6 g, melting point 162-165° C. Starting materials: FC1(C(N([C@H](C1)CO)CCC1=CC=C(C(=O)OC)C=C1)=O)F ((R)-methyl 4-(2-(3,3-difluoro-5-(hydroxymethyl)-2-oxopyrrolidin-1-yl)ethyl)benzoate), intermediate 13a, FC1(C(N([C@H](C1)CO)CCCCCCC(=O)OC)=O)F ((R)-methyl 7-(3,3-difluoro-5-(hydroxymethyl)-2-oxopyrrolidin-1-yl)heptanoate). Solvent: ClCCl.CO (dichloromethane methanol). The product is FC1(C(N([C@H](C1)C=O)CCC1=CC=C(C(=O)OC)C=C1)=O)F ((R)-methyl 4-(2-(3,3-difluoro-5-formyl-2-oxopyrrolidin-1-yl)ethyl)benzoate). RXN SMILES: [F:1][C:2]1([F:22])[CH2:6][C@H:5]([CH2:7][OH:8])[N:4]([CH2:9][CH2:10][C:11]2[CH:20]=[CH:19][C:14]([C:15]([O:17][CH3:18])=[O:16])=[CH:13][CH:12]=2)[C:3]1=[O:21].FC1(F)C[C@H](CO)N(CCCCCCC(OC)=O)C1=O>ClCCl.CO>[F:22][C:2]1([F:1])[CH2:6][C@H:5]([CH:7]=[O:8])[N:4]([CH2:9][CH2:10][C:11]2[CH:20]=[CH:19][C:14]([C:15]([O:17][CH3:18])=[O:16])=[CH:13][CH:12]=2)[C:3]1=[O:21] |f:2.3|. Procedure details: (R)-methyl 4-(2-(3,3-difluoro-5-formyl-2-oxopyrrolidin-1-yl)ethyl)benzoate was prepared from 12b using the oxidation procedure (Step K) described for the preparation of intermediate 13a from intermediate 12a; TLC Rf 0.4 (solvent system: 95:5 v/v dichloromethane-methanol); 1H-NMR (CDCl3) δ 9.2 (s, 1H), 7.9 (dd, 2H), 7.24 (dd, 2H), 3.98-3.91 (m, 1H), 3.87 (s, 3H), 3.74-3.48 (m, 2H), 3.51-3.46 (m, 2H), 3.1-2.8 (m, 2H), 2.48-2.22 (m, 2H). Reactants: B, CSC, CO, CNC(=O)COc1ccc(CC(C)NCC(O)c2csc(C(F)(F)F)n2)cc1, Cl, C1CCOC1. The product is CNCCOc1ccc(CC(C)NCC(O)c2csc(C(F)(F)F)n2)cc1. RXN SMILES: [BH3:4].[CH3:1][S:2][CH3:3].[CH3:33][OH:34].[CH3:5][NH:6][C:7](=[O:8])[CH2:9][O:10][c:11]1[cH:12][cH:13][c:14]([CH2:17][CH:18]([CH3:19])[NH:20][CH2:21][CH:22]([c:23]2[n:24][c:25]([C:28]([F:29])([F:30])[F:31])[s:26][cH:27]2)[OH:32])[cH:15][cH:16]1.[ClH:35].[O:36]1[CH2:37][CH2:38][CH2:39][CH2:40]1>>[CH3:5][NH:6][CH2:7][CH2:9][O:10][c:11]1[cH:12][cH:13][c:14]([CH2:17][CH:18]([CH3:19])[NH:20][CH2:21][CH:22]([c:23]2[n:24][c:25]([C:28]([F:29])([F:30])[F:31])[s:26][cH:27]2)[OH:32])[cH:15][cH:16]1. Reactants: CC(=O)O[BH-](OC(C)=O)OC(C)=O, CC(=O)O, CC(C)Oc1ccc(-c2nc(-c3cccc4c(CC=O)cn(C)c34)no2)cc1Cl, ClCCl, O=C(O)C1CNC1, [Na+]. Product: CC(C)Oc1ccc(-c2nc(-c3cccc4c(CCN5CC(C(=O)O)C5)cn(C)c34)no2)cc1Cl. Reaction SMILES: [C:41]([O:42][BH-:43]([O:44][C:45](=[O:46])[CH3:47])[O:48][C:49](=[O:50])[CH3:51])(=[O:52])[CH3:53].[CH3:37][C:38](=[O:39])[OH:40].[Cl:1][c:2]1[cH:3][c:4](-[c:12]2[n:13][c:14](-[c:17]3[cH:18][cH:19][cH:20][c:21]4[c:22]([CH2:27][CH:28]=[O:29])[cH:23][n:24]([CH3:26])[c:25]34)[n:15][o:16]2)[cH:5][cH:6][c:7]1[O:8][CH:9]([CH3:10])[CH3:11].[Cl:55][CH2:56][Cl:57].[NH:30]1[CH2:31][CH:32]([C:34](=[O:35])[OH:36])[CH2:33]1.[Na+:54]>>[Cl:1][c:2]1[cH:3][c:4](-[c:12]2[n:13][c:14](-[c:17]3[cH:18][cH:19][cH:20][c:21]4[c:22]([CH2:27][CH2:28][N:30]5[CH2:31][CH:32]([C:34](=[O:35])[OH:36])[CH2:33]5)[cH:23][n:24]([CH3:26])[c:25]34)[n:15][o:16]2)[cH:5][cH:6][c:7]1[O:8][CH:9]([CH3:10])[CH3:11].